This data is from the Open Reaction Database (ORD), a public repository of structured organic reaction records. The task is: describe an organic reaction: reactants, conditions, products, and yield Reactants: [Mg] (magnesium), II (iodine), ClC=1C=C(C=CC1Cl)Br (3,4-dichlorobromobenzene), Cl (hydrochloric acid), Cl (Hydrochloric acid), CN1CCC=C(C1)C(=O)OC (arecoline). Run in CCOCC (ether), CCOCC (ether), CCOCC (ether). Reaction conditions: temperature -20 celsius, time 2 hour. The product is CN1CC(C(CC1)C1=CC(=C(C=C1)Cl)Cl)C(=O)OC (1-Methyl-3-methoxycarbonyl-4-(3,4-dichlorophenyl)piperidine). Yield: 79.0%. RXN SMILES: [Mg].II.[Cl:4][C:5]1[CH:6]=[C:7](Br)[CH:8]=[CH:9][C:10]=1[Cl:11].[CH3:13][N:14]1[CH2:19][C:18]([C:20]([O:22][CH3:23])=[O:21])=[CH:17][CH2:16][CH2:15]1.Cl>CCOCC>[CH3:13][N:14]1[CH2:15][CH2:16][CH:17]([C:7]2[CH:8]=[CH:9][C:10]([Cl:11])=[C:5]([Cl:4])[CH:6]=2)[CH:18]([C:20]([O:22][CH3:23])=[O:21])[CH2:19]1. Procedure: To magnesium (5.5 g, 229 mmol) and a few crystals of iodine in anhydrous ether (20 mL) was added 3,4-dichlorobromobenzene (46.4 g, 206 mmol) in anhydrous ether (200 mL) at a rate sufficient to keep the reaction at reflux. After the addition was completed the reaction was heated at reflux for another 15 min. The reaction was cooled to −20° C. and arecoline (16 g, 103 mmol) in anhydrous ether (200 mL) was added over 20 min while keeping the temperature at −20° C. The reaction was stirred for anoth... The reactants are ClC1=C(C(=O)C2=CC3=C(N(C(S3)=O)CCOC3=CC=C(C=C(C(=O)OC)C(=O)OC)C=C3)C=C2)C=CC=C1 (Dimethyl 2-{4-[2-(6-(2-chlorobenzoyl)-2-oxo-1,3-benzothiazol-3(2H)-yl)ethoxy]benzylidene}malonate). The reagents and catalysts are [Pd] (palladium-on-carbon). The solvent is CO.C1CCOC1.O1CCOCC1 (methanol THF dioxane). Product: ClC1=C(C(=O)C2=CC3=C(N(C(S3)=O)CCOC3=CC=C(CC(C(=O)OC)C(=O)OC)C=C3)C=C2)C=CC=C1 (Dimethyl 2-{4-[2-(6-(2-chlorobenzoyl)-2-oxo-1,3-benzothiazol-3(2H)-yl)ethoxy]benzyl}malonate). RXN SMILES: [Cl:1][C:2]1[CH:38]=[CH:37][CH:36]=[CH:35][C:3]=1[C:4]([C:6]1[CH:34]=[CH:33][C:9]2[N:10]([CH2:14][CH2:15][O:16][C:17]3[CH:32]=[CH:31][C:20]([CH:21]=[C:22]([C:27]([O:29][CH3:30])=[O:28])[C:23]([O:25][CH3:26])=[O:24])=[CH:19][CH:18]=3)[C:11](=[O:13])[S:12][C:8]=2[CH:7]=1)=[O:5]>CO.C1COCC1.O1CCOCC1.[Pd]>[Cl:1][C:2]1[CH:38]=[CH:37][CH:36]=[CH:35][C:3]=1[C:4]([C:6]1[CH:34]=[CH:33][C:9]2[N:10]([CH2:14][CH2:15][O:16][C:17]3[CH:18]=[CH:19][C:20]([CH2:21][CH:22]([C:23]([O:25][CH3:26])=[O:24])[C:27]([O:29][CH3:30])=[O:28])=[CH:31][CH:32]=3)[C:11](=[O:13])[S:12][C:8]=2[CH:7]=1)=[O:5] |f:1.2.3|. Procedure: The compound obtained in Example 37 is dissolved in a methanol/THF/dioxane solvent mixture and then a catalytic amount of palladium-on-carbon is added and the reaction is stirred at ambient temperature under a hydrogen atmosphere. The palladium-on-carbon is then filtered off and the solvents are removed by evaporation under reduced pressure. The resulting residue is taken up in isopropyl ether and stirred magnetically. The resulting precipitate is filtered off and recrystallised from methanol. Starting materials: [Sn](Br)Br (tin(II) bromide), C(C)(=O)CC(C)=O (acetylacetone), C(C)(=O)Br (acetyl bromide). The solvent is C(C)OCC (diethyl ether). The product is CC(=CC(C)=O)[Sn](Br)(Br)Br (1-methylbut-1-en-3-onyltin tribromide). Isolated yield 96.3%. RXN SMILES: [Sn:1]([Br:3])[Br:2].[C:4]([CH2:7][C:8](=[O:10])[CH3:9])(=O)[CH3:5].C([Br:14])(=O)C>C(OCC)C>[CH3:5][C:4]([Sn:1]([Br:14])([Br:3])[Br:2])=[CH:7][C:8](=[O:10])[CH3:9]. Procedure details: The procedure was analogous to Example 6. 22.4 g (0.08 mol) of tin(II) bromide and 8.0 g (0.08 mol) of acetylacetone were reacted with 9.8 g (0.08 mol) of acetyl bromide in 200 ml of diethyl ether and the reaction solution was concentrated to give 34.0 g (96% of theory) of 1-methylbut-1-en-3-onyltin tribromide (Br3 Sn--C(CH3)=CH--CO--CH3) melting at 110°-112° C. The reactants are C(CCC)N1C(N[C@@H](C1)C(=O)OC(C)(C)C)=O (tert.-butyl (4S)-1-n-butyl-2-oxo-imidazolidine-4-carboxylate), CC(C)([O-])C.[K+] (potassium tert.-butoxide), C(C1=CC=CC=C1)(=O)SC[C@@H](C(=O)Cl)C ((2S)-3-benzoylthio-2-methylpropionyl chloride). The yield is 73.4%. The solvent is O1CCCC1 (tetrahydrofuran). Procedure: 3.0 g of tert.-butyl (4S)-1-n-butyl-2-oxo-imidazolidine-4-carboxylate, 1.4 g of potassium tert.-butoxide, (2S)-3-benzoylthio-2-methylpropionyl chloride (prepared from 2.8 g of (2S)-3-benzoylthio-2-methylpropionic acid and 10 ml of thionyl chloride) and 40 ml of tetrahydrofuran are treated in the same manner as described in Example 2-(2). Then, the oily residue obtained is purified by silica gel chromatography (Solvent, toluene-ethyl acetate (20:1)). 3.8 g of tert.-butyl (4S)-1-n-butyl-3-[(2S)-3-... Yields the product C(CCC)N1C(N([C@@H](C1)C(=O)OC(C)(C)C)C([C@@H](CSC(C1=CC=CC=C1)=O)C)=O)=O (tert.-butyl (4S)-1-n-butyl-3-[(2S)-3-benzoylthio-2-methylpropionyl]-2-oxo-imidazolidine-4-carboxylate). Reaction SMILES: [CH2:1]([N:5]1[CH2:9][C@@H:8]([C:10]([O:12][C:13]([CH3:16])([CH3:15])[CH3:14])=[O:11])[NH:7][C:6]1=[O:17])[CH2:2][CH2:3][CH3:4].CC(C)([O-])C.[K+].[C:24]([S:32][CH2:33][C@H:34]([CH3:38])[C:35](Cl)=[O:36])(=[O:31])[C:25]1[CH:30]=[CH:29][CH:28]=[CH:27][CH:26]=1>O1CCCC1>[CH2:1]([N:5]1[CH2:9][C@@H:8]([C:10]([O:12][C:13]([CH3:16])([CH3:15])[CH3:14])=[O:11])[N:7]([C:35](=[O:36])[C@H:34]([CH3:38])[CH2:33][S:32][C:24](=[O:31])[C:25]2[CH:30]=[CH:29][CH:28]=[CH:27][CH:26]=2)[C:6]1=[O:17])[CH2:2][CH2:3][CH3:4] |f:1.2|.